From a dataset of the Open Reaction Database (ORD), a public repository of structured organic reaction records. describe an organic reaction: reactants, conditions, products, and yield Starting materials: CO (methanol), ClC=1C=C(C(=O)N(CCC)C2=CC(=CC(=C2)F)F)C=C(C1)OC (3-chloro-N-(3,5-difluoro-phenyl)-5-methoxy-N-propyl-benzamide), B(Br)(Br)Br (boron tribromide). The solvent is ClCCl (dichloromethane), ClCCl (dichloromethane). Conditions: time 15 minute. The product is ClC=1C=C(C(=O)N(CCC)C2=CC(=CC(=C2)F)F)C=C(C1)O (3-Chloro-N-(3,5-difluoro-phenyl)-5-hydroxy-N-propyl-benzamide). Isolated yield 70.0%. As a reaction SMILES: [Cl:1][C:2]1[CH:3]=[C:4]([CH:19]=[C:20]([O:22]C)[CH:21]=1)[C:5]([N:7]([C:11]1[CH:16]=[C:15]([F:17])[CH:14]=[C:13]([F:18])[CH:12]=1)[CH2:8][CH2:9][CH3:10])=[O:6].B(Br)(Br)Br.CO>ClCCl>[Cl:1][C:2]1[CH:3]=[C:4]([CH:19]=[C:20]([OH:22])[CH:21]=1)[C:5]([N:7]([C:11]1[CH:16]=[C:15]([F:17])[CH:14]=[C:13]([F:18])[CH:12]=1)[CH2:8][CH2:9][CH3:10])=[O:6]. Reported procedure: To a stirred solution of 3-chloro-N-(3,5-difluoro-phenyl)-5-methoxy-N-propyl-benzamide (0.164 g) in anhydrous dichloromethane (5 ml) at −78° C. was added 1M boron tribromide solution in dichloromethane (3.5 ml). The reaction mixture was stirred at this temperature for 15 min. The reaction was allowed to warm to room temperature, and after 3.5 h the reaction was cooled to −78° C. and methanol (6 ml) added. The reaction was allowed to rewarm to room temperature and the solvent removed in vacuo. Th... Starting materials: NC=1SC(=CC1C(=O)N)C1=C(C=C(C=C1)C(C)(C)O)F (2-amino-5-[2-fluoro-4-(1-hydroxy-1-methylethyl)phenyl]thiophene-3-carboxamide), BrC1=CC=CC(=N1)C(=O)N[C@@H]1CC[C@H](CC1)O (6-bromo-N-(trans-4-hydroxycyclohexyl)pyridine-2-carboxamide). The product is NC(=O)C1=C(SC(=C1)C1=C(C=C(C=C1)C(C)(C)O)F)NC1=CC=CC(=N1)C(=O)N[C@@H]1CC[C@H](CC1)O (6-({3-(Aminocarbonyl)-5-[2-fluoro-4-(1-hydroxy-1-methylethyl)phenyl]-2-thienyl}amino)-N-(trans-4-hydroxycyclohexyl)pyridine-2-carboxamide). RXN SMILES: [NH2:1][C:2]1[S:3][C:4]([C:10]2[CH:15]=[CH:14][C:13]([C:16]([OH:19])([CH3:18])[CH3:17])=[CH:12][C:11]=2[F:20])=[CH:5][C:6]=1[C:7]([NH2:9])=[O:8].Br[C:22]1[N:27]=[C:26]([C:28]([NH:30][C@H:31]2[CH2:36][CH2:35][C@H:34]([OH:37])[CH2:33][CH2:32]2)=[O:29])[CH:25]=[CH:24][CH:23]=1>>[NH2:9][C:7]([C:6]1[CH:5]=[C:4]([C:10]2[CH:15]=[CH:14][C:13]([C:16]([OH:19])([CH3:17])[CH3:18])=[CH:12][C:11]=2[F:20])[S:3][C:2]=1[NH:1][C:22]1[N:27]=[C:26]([C:28]([NH:30][C@H:31]2[CH2:36][CH2:35][C@H:34]([OH:37])[CH2:33][CH2:32]2)=[O:29])[CH:25]=[CH:24][CH:23]=1)=[O:8]. Reported procedure: The title compound was prepared as described in Example 1 with 2-amino-5-[2-fluoro-4-(1-hydroxy-1-methylethyl)phenyl]thiophene-3-carboxamide (0.11 g, 0.39 mmol) and 6-bromo-N-(trans-4-hydroxycyclohexyl)pyridine-2-carboxamide (0.11 g, 0.38 mmol) as the starting materials. Reactants: CC1(OCC(CO1)(Br)[N+](=O)[O-])C (2,2-dimethyl-5-nitro-5-bromo-1,3-dioxane), Cl (HCl). Run in CO (methanol). Yields the product C(C(CO)([N+](=O)[O-])Br)O (bronopol). The yield is 95.0%. As a reaction SMILES: CC1(C)[O:7][CH2:6][C:5]([N+:9]([O-:11])=[O:10])([Br:8])[CH2:4][O:3]1.Cl>CO>[CH2:4]([OH:3])[C:5]([Br:8])([N+:9]([O-:11])=[O:10])[CH2:6][OH:7]. Procedure: To a 50 ml round bottom flask equipped with a stir bar and reflux condensor topped with a nitrogen inlet was added 0.5 g (.004 mol) 2,2-dimethyl-5-nitro-5-bromo-1,3-dioxane, 10 ml methanol and 0.3ml concentrated HCl. The reaction was heated to 35°-40° C. for 1 hour. After cooling to room temperature, the volatiles were removed to give crystalline bronopol (95% yield) which on recrystallization from acetone had a melting point of 120° C. The reactants are C[O-], CO, CC(O)C(O)(CCl)c1ccc(F)cc1F, [Na+], O. The product is CC(O)C1(c2ccc(F)cc2F)CO1. Reaction SMILES: [CH3:16][O-:17].[CH3:20][OH:21].[Cl:1][CH2:2][C:3]([CH:4]([CH3:5])[OH:6])([OH:7])[c:8]1[c:9]([F:15])[cH:10][c:11]([F:14])[cH:12][cH:13]1.[Na+:18].[OH2:19]>>[CH2:2]1[C:3]([CH:4]([CH3:5])[OH:6])([c:8]2[c:9]([F:15])[cH:10][c:11]([F:14])[cH:12][cH:13]2)[O:7]1. The reactants are C(CCl)Cl (EDC), N1=CC(=CC2=C1NCCCO2)C=CC(=O)O (3-(6,7,8,9-tetrahydro-5-oxa-1,9-diaza-benzocyclohepten-3-yl)-acrylic acid), CNCC=1OC2=C(C1C)C=CC=C2 (methyl-(3-methyl-benzofuran-2-ylmethyl)-amine), C=1C=CC2=C(C1)N=NN2O (HOBt), CCN(C(C)C)C(C)C (DIPEA), Cl (HCl). Run in O (water), CN(C)C=O (DMF), O (H2O). Reaction conditions: temperature 10 celsius, time 23 hour. The product is Cl.CN(C(C=CC1=CC2=C(NCCCO2)N=C1)=O)CC=1OC2=C(C1C)C=CC=C2 (N-Methyl-N-(3-methyl-benzofuran-2-ylmethyl)-3-(6,7,8,9-tetrahydro-5-oxa-1,9-diaza-benzocyclohepten-3-yl)-acrylamid hydrochloride). The yield is 69.1%. RXN SMILES: C(Cl)C[Cl:3].[N:5]1[C:10]2[NH:11][CH2:12][CH2:13][CH2:14][O:15][C:9]=2[CH:8]=[C:7]([CH:16]=[CH:17][C:18]([OH:20])=O)[CH:6]=1.[CH3:21][NH:22][CH2:23][C:24]1[O:25][C:26]2[CH:33]=[CH:32][CH:31]=[CH:30][C:27]=2[C:28]=1[CH3:29].C1C=CC2N(O)N=NC=2C=1.CCN(C(C)C)C(C)C.Cl>CN(C=O)C.O>[ClH:3].[CH3:21][N:22]([CH2:23][C:24]1[O:25][C:26]2[CH:33]=[CH:32][CH:31]=[CH:30][C:27]=2[C:28]=1[CH3:29])[C:18](=[O:20])[CH:17]=[CH:16][C:7]1[CH:6]=[N:5][C:10]2[NH:11][CH2:12][CH2:13][CH2:14][O:15][C:9]=2[CH:8]=1 |f:8.9|. Procedure: EDC (108 mg, 0.56 mmol) was added to a solution of 3-(6,7,8,9-tetrahydro-5-oxa-1,9-diaza-benzocyclohepten-3-yl)-acrylic acid (95 mg, 0.43 mmol), methyl-(3-methyl-benzofuran-2-ylmethyl)-amine (100 μL, 0.52 mmol), HOBt.H2O (64 mg, 0.47 mmol) and DIPEA (225 μL, 1.29 mmol) in dry DMF (4 mL). After stirring for 23 hr, the mixture was cooled (10° C.) and treated with water (50 mL). The precipitated crude product was separated by decantation and purified by chromatography (silica, EtOAc). The clean fra... The reactants are C(C1=CC=CC=C1)(=O)C=1C(=NC(=CC1NS(=O)(=O)C1=CC=C(C)C=C1)CC)C (3-benzoyl-6-ethyl-2-methyl-4-(tosylamino)pyridine), S(O)(O)(=O)=O (sulphuric acid), C([O-])([O-])=O.[K+].[K+] (potassium carbonate). Conditions: temperature 55 celsius. Product: NC1=C(C(=NC(=C1)CC)C)C(C1=CC=CC=C1)=O (4-amino-3-benzoyl-6-ethyl-2-methylpyridine). Yield: 70.4%. Reaction SMILES: [C:1]([C:9]1[C:10]([CH3:28])=[N:11][C:12]([CH2:26][CH3:27])=[CH:13][C:14]=1[NH:15]S(C1C=CC(C)=CC=1)(=O)=O)(=[O:8])[C:2]1[CH:7]=[CH:6][CH:5]=[CH:4][CH:3]=1.S(=O)(=O)(O)O.C(=O)([O-])[O-].[K+].[K+]>>[NH2:15][C:14]1[CH:13]=[C:12]([CH2:26][CH3:27])[N:11]=[C:10]([CH3:28])[C:9]=1[C:1](=[O:8])[C:2]1[CH:3]=[CH:4][CH:5]=[CH:6][CH:7]=1 |f:2.3.4|. Procedure: Compound C (1.4 g) was added to concentrated sulphuric acid (6 ml) and the mixture was stirred and heated at 55° C. for 1.5 hours. The reaction mixture was cooled to ambient temperature and poured onto crushed ice. The mixture was then basified by addition of solid potassium carbonate and then extracted with dichloromethane. The combined extracts were dried (MgSO4) and solvent was removed by evaporation to leave a solid. The solid was washed with petroleum ether and collected by filtration to gi... Reactants: C(C)(C)(C)C1=CC=C(C=C1)N1C(CCC1C=1C=CC2=C(NC(=N2)[C@H]2N(CCC2)C([C@H](C(C)C)NC(=O)OC)=O)C1)C1=CC=C(C=C1)C1=CN=C(N1)[C@H]1N(CCC1)C(=O)OC(C)(C)C ((2S)-tert-butyl 2-(5-(4-(1-(4-tert-butylphenyl)-5-(2-((S)-1-((S)-2-(methoxycarbonylamino)-3-methylbutanoyl)pyrrolidin-2-yl)-1H-benzo[d]imidazol-6-yl)pyrrolidin-2-yl)phenyl)-1H-imidazol-2-yl)pyrrolidine-1-carboxylate), Cl.O1CCOCC1 (HCl dioxane). Solvent: O1CCOCC1 (dioxane). Conditions: time 30 minute. The product is [Cl-].C(C)(C)(C)C1=CC=C(C=C1)N1C(CCC1C=1C=CC2=C(NC(=N2)[C@H]2N(CCC2)C([C@H](C(C)C)NC(=O)OC)=O)C1)C1=CC=C(C=C1)C1=CN=C(N1)[C@H]1[NH2+]CCC1 ((2S)-2-(5-(4-(1-(4-tert-butylphenyl)-5-(2-((S)-1-((S)-2-(methoxycarbonylamino)-3-methylbutanoyl)pyrrolidin-2-yl)-1H-benzo[d]imidazol-6-yl)pyrrolidin-2-yl)phenyl)-1H-imidazol-2-yl)pyrrolidinium chloride). As a reaction SMILES: [C:1]([C:5]1[CH:10]=[CH:9][C:8]([N:11]2[CH:15]([C:16]3[CH:17]=[CH:18][C:19]4[N:23]=[C:22]([C@@H:24]5[CH2:28][CH2:27][CH2:26][N:25]5[C:29](=[O:39])[C@@H:30]([NH:34][C:35]([O:37][CH3:38])=[O:36])[CH:31]([CH3:33])[CH3:32])[NH:21][C:20]=4[CH:40]=3)[CH2:14][CH2:13][CH:12]2[C:41]2[CH:46]=[CH:45][C:44]([C:47]3[NH:51][C:50]([C@@H:52]4[CH2:56][CH2:55][CH2:54][N:53]4C(OC(C)(C)C)=O)=[N:49][CH:48]=3)=[CH:43][CH:42]=2)=[CH:7][CH:6]=1)([CH3:4])([CH3:3])[CH3:2].[ClH:64].O1CCOCC1>O1CCOCC1>[Cl-:64].[C:1]([C:5]1[CH:6]=[CH:7][C:8]([N:11]2[CH:15]([C:16]3[CH:17]=[CH:18][C:19]4[N:23]=[C:22]([C@@H:24]5[CH2:28][CH2:27][CH2:26][N:25]5[C:29](=[O:39])[C@@H:30]([NH:34][C:35]([O:37][CH3:38])=[O:36])[CH:31]([CH3:33])[CH3:32])[NH:21][C:20]=4[CH:40]=3)[CH2:14][CH2:13][CH:12]2[C:41]2[CH:46]=[CH:45][C:44]([C:47]3[NH:51][C:50]([C@@H:52]4[CH2:56][CH2:55][CH2:54][NH2+:53]4)=[N:49][CH:48]=3)=[CH:43][CH:42]=2)=[CH:9][CH:10]=1)([CH3:3])([CH3:4])[CH3:2] |f:1.2,4.5|. Procedure details: The product from example 191K (0.11 g, 0.28 mmole) was dissolved in dioxane (2 mL), then added 4N HCl/dioxane (1 mL). The resulting solid mass is stirred 30 minutes at room temperature. The solvent is removed in vacuo leaving a tan solid as the title compound as a mixture of isomers (0.092 g) which stored under vacuum overnight. The reactants are C(C)(C)(C)OC(=O)N1CCN(CC1)C1=CC=C(C=N1)C1=CN=C(C=2N1C=C(N2)C(=O)OCC)Cl (Ethyl 5-(6-(4-(tert-butoxycarbonyl)piperazin-1-yl)pyridin-3-yl)-8-chloroimidazo[1,2-a]pyrazine-2-carboxylate), O1CCC(=CC1)B1OC(C(O1)(C)C)(C)C (2-(3,6-dihydro-2H-pyran-4-yl)-4,4,5,5-tetramethyl-1,3,2-dioxaborolane). Reported procedure: Compound 90g (1.08 g, 2.10 mmol) was subjected to Suzuki coupling with 2-(3,6-dihydro-2H-pyran-4-yl)-4,4,5,5-tetramethyl-1,3,2-dioxaborolane using the method described in Example 87, Step D to obtain compound 90h as a yellow solid (520 mg, 44% yield). Mass Spectrum (LCMS, ESI pos.): Calcd. for C28H34N6O5: 535.3 (M+H). found: 535.6. Yield: 44.0%. Product: C(C)(C)(C)OC(=O)N1CCN(CC1)C1=CC=C(C=N1)C1=CN=C(C=2N1C=C(N2)C(=O)OCC)C=2CCOCC2 (Ethyl 5-(6-(4-(tert-butoxycarbonyl)piperazin-1-yl)pyridin-3-yl)-8-(3,6-dihydro-2H-pyran-4-yl)imidazo[1,2-a]pyrazine-2-carboxylate). RXN SMILES: [C:1]([O:5][C:6]([N:8]1[CH2:13][CH2:12][N:11]([C:14]2[N:19]=[CH:18][C:17]([C:20]3[N:25]4[CH:26]=[C:27]([C:29]([O:31][CH2:32][CH3:33])=[O:30])[N:28]=[C:24]4[C:23](Cl)=[N:22][CH:21]=3)=[CH:16][CH:15]=2)[CH2:10][CH2:9]1)=[O:7])([CH3:4])([CH3:3])[CH3:2].[O:35]1[CH2:40][CH:39]=[C:38](B2OC(C)(C)C(C)(C)O2)[CH2:37][CH2:36]1>>[C:1]([O:5][C:6]([N:8]1[CH2:13][CH2:12][N:11]([C:14]2[N:19]=[CH:18][C:17]([C:20]3[N:25]4[CH:26]=[C:27]([C:29]([O:31][CH2:32][CH3:33])=[O:30])[N:28]=[C:24]4[C:23]([C:38]4[CH2:39][CH2:40][O:35][CH2:36][CH:37]=4)=[N:22][CH:21]=3)=[CH:16][CH:15]=2)[CH2:10][CH2:9]1)=[O:7])([CH3:4])([CH3:3])[CH3:2].